This data is from the Open Reaction Database (ORD), a public repository of structured organic reaction records. The task is: describe an organic reaction: reactants, conditions, products, and yield Yields the product C1(CC1)C1=C(N=C(C(=N1)N[C@H]1[C@H](CC2=CC=CC=C12)OCC)CC)C=1C=NC(=CC1C)N(C)C (6-cyclopropyl-5-[6-(dimethylamino)-4-methylpyridin-3-yl]-N-[(1R,2S)-2-ethoxy-2,3-dihydro-1H-inden-1-yl]-3-ethylpyrazin-2-amine). Starting materials: ClC1=C(C=CC(=C1)Cl)C=1N=C(C(=NC1CC)N[C@H]1[C@H](CC2=CC=CC=C12)OCC)CC (5-(2,4-dichlorophenyl)-N-[(1R,2S)-2-ethoxy-2,3-dihydro-1H-inden-1-yl]-3,6-diethylpyrazin-2-amine), C1(CC1)C1=C(N=C(C(=N1)N[C@H]1[C@H](CC2=CC=CC=C12)O)CC)C=1C=NC(=CC1C)N(C)C ((1R,2S)-1-({6-cyclopropyl-5-[6-(dimethylamino)-4-methylpyridin-3-yl]-3-ethylpyrazin-2-yl}amino)-2,3-dihydro-1H-inden-2-ol). Reported procedure: Following the procedure for the preparation of 5-(2,4-dichlorophenyl)-N-[(1R,2S)-2-ethoxy-2,3-dihydro-1H-inden-1-yl]-3,6-diethylpyrazin-2-amine but substituting (1R,2S)-1-({6-cyclopropyl-5-[6-(dimethylamino)-4-methylpyridin-3-yl]-3-ethylpyrazin-2-yl}amino)-2,3-dihydro-1H-inden-2-ol and making non-critical variations provided the title compound as a solid: 1H NMR (CDCl3) δ 0.81-1.19, 1.28-1.33, 2.67-2.73, 3.11-3.14, 3.42-3.51, 3.65-3.73, 4.32-4.35, 5.40-5.42, 5.72-5.75, 6.497.22-7.39, 8.19; MS (E... Reaction SMILES: Cl[C:2]1C=C(Cl)C=C[C:3]=1C1N=C(CC)C(N[C@@H]2C3C(=CC=CC=3)C[C@@H]2OCC)=NC=1CC.[CH:32]1([C:35]2[N:40]=[C:39]([NH:41][C@@H:42]3[C:50]4[C:45](=[CH:46][CH:47]=[CH:48][CH:49]=4)[CH2:44][C@@H:43]3[OH:51])[C:38]([CH2:52][CH3:53])=[N:37][C:36]=2[C:54]2[CH:55]=[N:56][C:57]([N:61]([CH3:63])[CH3:62])=[CH:58][C:59]=2[CH3:60])[CH2:34][CH2:33]1>>[CH:32]1([C:35]2[N:40]=[C:39]([NH:41][C@@H:42]3[C:50]4[C:45](=[CH:46][CH:47]=[CH:48][CH:49]=4)[CH2:44][C@@H:43]3[O:51][CH2:2][CH3:3])[C:38]([CH2:52][CH3:53])=[N:37][C:36]=2[C:54]2[CH:55]=[N:56][C:57]([N:61]([CH3:63])[CH3:62])=[CH:58][C:59]=2[CH3:60])[CH2:34][CH2:33]1. Starting materials: Br (hydrobromide), Cl (hydrochloride), Cl (hydrochloride), COC(CCN(CCCCC)C)=O (N-methyl-N-pentyl-β-alanine methyl ester), ester. Solvent: O (water). Product: CN(CCC(=O)O)CCCCC (N-methyl-N-pentyl-β-alanine), Cl (hydrochloride). RXN SMILES: C[O:2][C:3](=[O:13])[CH2:4][CH2:5][N:6]([CH3:12])[CH2:7][CH2:8][CH2:9][CH2:10][CH3:11].Br.[ClH:15]>O>[CH3:12][N:6]([CH2:7][CH2:8][CH2:9][CH2:10][CH3:11])[CH2:5][CH2:4][C:3]([OH:13])=[O:2].[ClH:15]. Procedure: The hydrolysis can be performed by refluxing the N-methyl-N-pentyl-β-alanine methyl ester in a diluted mineral acid, but can also be performed by refluxing in water at least until no ester can be detected any further. Formation of the hydrohalogenide such as the hydrobromide or the hydrochloride, preferably of the hydrochloride (X═Cl) can be effected by addition of an aqueous solution of the appropriate mineral acid. The resulting N-methyl-N-pentyl-β-alanine hydrohalogenide, e.g., hydrochloride,... The reactants are Nc1cccc(-c2c(Cc3ccccc3)cnc3c(C(F)(F)F)cccc23)c1, O=Cc1ccccc1OC(F)(F)F. Product: FC(F)(F)Oc1ccccc1CNc1cccc(-c2c(Cc3ccccc3)cnc3c(C(F)(F)F)cccc23)c1. Reaction SMILES: [CH2:1]([c:2]1[cH:3][cH:4][cH:5][cH:6][cH:7]1)[c:8]1[cH:9][n:10][c:11]2[c:12]([C:25]([F:26])([F:27])[F:28])[cH:13][cH:14][cH:15][c:16]2[c:17]1-[c:18]1[cH:19][c:20]([NH2:24])[cH:21][cH:22][cH:23]1.[F:29][C:30]([O:31][c:32]1[c:33]([CH:34]=[O:35])[cH:36][cH:37][cH:38][cH:39]1)([F:40])[F:41]>>[CH2:1]([c:2]1[cH:3][cH:4][cH:5][cH:6][cH:7]1)[c:8]1[cH:9][n:10][c:11]2[c:12]([C:25]([F:26])([F:27])[F:28])[cH:13][cH:14][cH:15][c:16]2[c:17]1-[c:18]1[cH:19][c:20]([NH:24][CH2:34][c:33]2[c:32]([O:31][C:30]([F:29])([F:40])[F:41])[cH:39][cH:38][cH:37][cH:36]2)[cH:21][cH:22][cH:23]1.